This data is from the Open Reaction Database (ORD), a public repository of structured organic reaction records. The task is: describe an organic reaction: reactants, conditions, products, and yield Starting materials: ClC1=C(C=C(C=C1)I)CC1=CC=C(C=C1)OC (1-chloro-4-iodo-2-(4-methoxybenzyl)benzene), B(Br)(Br)Br (boron tribromide). The solvent is C(Cl)Cl (methylene chloride). Run at time 3 hour. Product: ClC1=C(CC2=CC=C(C=C2)O)C=C(C=C1)I (4-(2-chloro-5-iodobenzyl)phenol). Isolated yield 88.4%. RXN SMILES: [Cl:1][C:2]1[CH:7]=[CH:6][C:5]([I:8])=[CH:4][C:3]=1[CH2:9][C:10]1[CH:15]=[CH:14][C:13]([O:16]C)=[CH:12][CH:11]=1.B(Br)(Br)Br>C(Cl)Cl>[Cl:1][C:2]1[CH:7]=[CH:6][C:5]([I:8])=[CH:4][C:3]=1[CH2:9][C:10]1[CH:11]=[CH:12][C:13]([OH:16])=[CH:14][CH:15]=1. Reported procedure: 1-chloro-4-iodo-2-(4-methoxybenzyl)benzene (10.0 g, 27.9 mmol) was dissolved in methylene chloride (150 mL). To the resulting mixture was added dropwise boron tribromide (21 g, 83.7 mmol) under cooling in an ice-water bath. After the completion of dropwise addition, the mixture was warmed up to room temperature, and stirred for 3 hr. The mixture was quenched with a saturated sodium bicarbonate solution, was separated into an aqueous phase and an organic phase. The aqueous phase was extracted wit... The reactants are 12.9, C(C)OCCN1C(=NC=2C1=NC=CC2)CN2CCN(CC2)CCN (4-[[3-(2-ethoxyethyl)-3H-imidazo[4,5-b]pyridin-2-yl]methyl]-1-piperazineethanamine), 18, C(=S)=S (carbon disulfide), N,N'-methanetetraylbis[cyclohexanamine]. The solvent is O1CCCC1 (tetrahydrofuran), O1CCCC1 (tetrahydrofuran). Yields the product C(C)OCCN1C(=NC=2C1=NC=CC2)CN2CCN(CC2)CCN=C=S (3-(2-ethoxyethyl)-2-[[4-(2-isothiocyanatoethyl) -1-piperazinyl]methyl]-3H-imidazo[4,5-b]pyridine), compound 121. Isolated yield 100.0%. As a reaction SMILES: [C:1](=[S:3])=S.[CH2:4]([O:6][CH2:7][CH2:8][N:9]1[C:13]2=[N:14][CH:15]=[CH:16][CH:17]=[C:12]2[N:11]=[C:10]1[CH2:18][N:19]1[CH2:24][CH2:23][N:22]([CH2:25][CH2:26][NH2:27])[CH2:21][CH2:20]1)[CH3:5]>O1CCCC1>[CH2:4]([O:6][CH2:7][CH2:8][N:9]1[C:13]2=[N:14][CH:15]=[CH:16][CH:17]=[C:12]2[N:11]=[C:10]1[CH2:18][N:19]1[CH2:20][CH2:21][N:22]([CH2:25][CH2:26][N:27]=[C:1]=[S:3])[CH2:23][CH2:24]1)[CH3:5]. Reported procedure: To a stirred and cooled (-10° C.) mixture of 18 parts of carbon disulfide, 7.22 parts of N,N'-methanetetraylbis[cyclohexanamine] and 135 parts of tetrahydrofuran was added dropwise a solution of 12.9 parts of 4-[[3-(2-ethoxyethyl)-3H-imidazo[4,5-b]pyridin-2-yl]methyl]-1-piperazineethanamine in tetrahydrofuran. Upon complete addition, the temperature was allowed to reach room temperature. After stirring for 1 hour at room temperature, the mixture was evaporated, yielding 13.1 parts (100%) of 3-(2... Starting materials: CCn1nc(-c2ccccc2)cc1-c1cc(CNC(=O)OC(C)(C)C)[nH]n1, COC(=O)n1ccnc1, CCOC(C)=O, ClCCl, [Na+], O=C(O)C(F)(F)F, O=S(=O)([O-])O. Yields the product CCn1nc(-c2ccccc2)cc1-c1cc(CNC(=O)OC)[nH]n1. Reaction SMILES: [C:1]([CH3:2])([CH3:3])([CH3:4])[O:5][C:6]([NH:7][CH2:8][c:9]1[cH:10][c:11](-[c:14]2[n:15]([CH2:25][CH3:26])[n:16][c:17](-[c:19]3[cH:20][cH:21][cH:22][cH:23][cH:24]3)[cH:18]2)[n:12][nH:13]1)=[O:27].[CH3:35][O:36][C:37]([n:38]1[cH:39][cH:40][n:41][cH:42]1)=[O:43].[CH3:47][CH2:48][O:49][C:50](=[O:51])[CH3:52].[Cl:44][CH2:45][Cl:46].[Na+:58].[OH:28][C:29]([C:30]([F:31])([F:32])[F:33])=[O:34].[S:53](=[O:54])(=[O:55])([OH:56])[O-:57]>>[CH3:1][O:5][C:6]([NH:7][CH2:8][c:9]1[cH:10][c:11](-[c:14]2[n:15]([CH2:25][CH3:26])[n:16][c:17](-[c:19]3[cH:20][cH:21][cH:22][cH:23][cH:24]3)[cH:18]2)[n:12][nH:13]1)=[O:27]. Reactants: CCN=C=NCCCN(C)C (WSC), C=1C=CC2=C(C1)N=NN2O (HOBt), FC1=C(N)C=CC(=C1)F (2,4-difluoroaniline), BrCCCCC(=O)O (5-bromopentanoic acid). Solvent: CN(C)C=O (DMF). Run at time 12 hour. The product is BrCCCCC(=O)NC1=C(C=C(C=C1)F)F (5-bromo-N-(2,4-difluorophenyl)pentanamide). Isolated yield 68.5%. As a reaction SMILES: CCN=C=NCCCN(C)C.C1C=CC2N(O)N=NC=2C=1.[F:22][C:23]1[CH:29]=[C:28]([F:30])[CH:27]=[CH:26][C:24]=1[NH2:25].[Br:31][CH2:32][CH2:33][CH2:34][CH2:35][C:36](O)=[O:37]>CN(C=O)C>[Br:31][CH2:32][CH2:33][CH2:34][CH2:35][C:36]([NH:25][C:24]1[CH:26]=[CH:27][C:28]([F:30])=[CH:29][C:23]=1[F:22])=[O:37]. Procedure: WSC (2.1 g, 11 mmols), and HOBt (1.49 g, 11 mmols) were added to a DMF (30 ml) solution of 2,4-difluoroaniline (1.29 g, 10 mmols) and 5-bromopentanoic acid (2.7 g, 15 mmols), and stirred at room temperature for 12 hours. The reaction mixture was extracted with ether. The organic layer was washed with water, 1 N HCl, an aqueous saturated solution of sodium hydrogencarbonate and saturated saline in that order, and dried with anhydrous magnesium sulfate, and the solvent was evaporated. Then, the re...